Dataset: the Open Reaction Database (ORD), a public repository of structured organic reaction records. Task: describe an organic reaction: reactants, conditions, products, and yield The reactants are BrCc1nc(Br)cs1, NC(=O)c1c(F)ccc(O)c1F, [K+], [K+], O=C([O-])[O-], CN(C)C=O, O. The product is NC(=O)c1c(F)ccc(OCc2nc(Br)cs2)c1F. RXN SMILES: [Br:1][c:2]1[n:3][c:4]([CH2:7][Br:8])[s:5][cH:6]1.[F:15][c:16]1[c:17]([C:18](=[O:19])[NH2:20])[c:21]([F:26])[cH:22][cH:23][c:24]1[OH:25].[K+:10].[K+:9].[O-:11][C:12]([O-:13])=[O:14].[O:28]=[CH:29][N:30]([CH3:31])[CH3:32].[OH2:27]>>[Br:1][c:2]1[n:3][c:4]([CH2:7][O:25][c:24]2[c:16]([F:15])[c:17]([C:18](=[O:19])[NH2:20])[c:21]([F:26])[cH:22][cH:23]2)[s:5][cH:6]1. Reactants: FC1=CC=C(C=C1)SCC(=O)NOC(C1=CC=CC=C1)(C1=CC=CC=C1)C1=CC=CC=C1 (2-(4-Fluoro-phenylsulfanyl)-N-trityloxy-acetamide), C(=O)([O-])[O-].[Cs+].[Cs+] (Cs2CO3), BrCCCCBr (1,4-dibromo-butane). Solvent: CCOC(=O)C (EtOAc), CN(C)C=O (DMF). Run at temperature 60 celsius. Yields the product BrCCCCN(C(CSC1=CC=C(C=C1)F)=O)OC(C1=CC=CC=C1)(C1=CC=CC=C1)C1=CC=CC=C1 (N-(4-Bromo-butyl)-2-(4-fluoro-phenylsulfanyl)-N-trityloxy-acetamide). RXN SMILES: [F:1][C:2]1[CH:7]=[CH:6][C:5]([S:8][CH2:9][C:10]([NH:12][O:13][C:14]([C:27]2[CH:32]=[CH:31][CH:30]=[CH:29][CH:28]=2)([C:21]2[CH:26]=[CH:25][CH:24]=[CH:23][CH:22]=2)[C:15]2[CH:20]=[CH:19][CH:18]=[CH:17][CH:16]=2)=[O:11])=[CH:4][CH:3]=1.C([O-])([O-])=O.[Cs+].[Cs+].[Br:39][CH2:40][CH2:41][CH2:42][CH2:43]Br>CN(C=O)C.CCOC(C)=O>[Br:39][CH2:40][CH2:41][CH2:42][CH2:43][N:12]([O:13][C:14]([C:27]1[CH:28]=[CH:29][CH:30]=[CH:31][CH:32]=1)([C:15]1[CH:20]=[CH:19][CH:18]=[CH:17][CH:16]=1)[C:21]1[CH:22]=[CH:23][CH:24]=[CH:25][CH:26]=1)[C:10](=[O:11])[CH2:9][S:8][C:5]1[CH:6]=[CH:7][C:2]([F:1])=[CH:3][CH:4]=1 |f:1.2.3|. Procedure: To a solution of 2-(4-fluoro-phenylsulfanyl)-N-trityloxy-acetamide (132.1 mg, 0.228 mmol) from step C and Cs2CO3 (125.6 mg, 0.385 mmol) in anhydrous DMF (3 mL) was added 1,4-dibromo-butane (0.2 ml, 364.8 mg) in one portion and the resulting solution was warmed to 60° C. After TLC indicated the completion of the reaction (<30 min), the reaction mixture was diluted with EtOAc and washed sequentially with water and saturated NaCl solution. The organic phase was then dried over anhydrous Na2SO4 and ...